describe an organic reaction: reactants, conditions, products, and yield From a dataset of the Open Reaction Database (ORD), a public repository of structured organic reaction records. The reactants are C1CCOC1, COC(=O)C(Cc1ccccc1)Oc1ccc2cc(CN(C)C(=O)c3ccc(C4CCCCC4)cc3)ccc2c1Br, Cl, [Na+], [OH-]. Product: CN(Cc1ccc2c(Br)c(OC(Cc3ccccc3)C(=O)O)ccc2c1)C(=O)c1ccc(C2CCCCC2)cc1. RXN SMILES: [CH2:45]1[O:46][CH2:47][CH2:48][CH2:49]1.[CH3:1][O:2][C:3]([CH:4]([CH2:5][c:6]1[cH:7][cH:8][cH:9][cH:10][cH:11]1)[O:12][c:13]1[c:14]([Br:40])[c:15]2[cH:16][cH:17][c:18]([CH2:23][N:24]([CH3:25])[C:26]([c:27]3[cH:28][cH:29][c:30]([CH:33]4[CH2:34][CH2:35][CH2:36][CH2:37][CH2:38]4)[cH:31][cH:32]3)=[O:39])[cH:19][c:20]2[cH:21][cH:22]1)=[O:41].[ClH:44].[Na+:43].[OH-:42]>>[O:2]=[C:3]([CH:4]([CH2:5][c:6]1[cH:7][cH:8][cH:9][cH:10][cH:11]1)[O:12][c:13]1[c:14]([Br:40])[c:15]2[cH:16][cH:17][c:18]([CH2:23][N:24]([CH3:25])[C:26]([c:27]3[cH:28][cH:29][c:30]([CH:33]4[CH2:34][CH2:35][CH2:36][CH2:37][CH2:38]4)[cH:31][cH:32]3)=[O:39])[cH:19][c:20]2[cH:21][cH:22]1)[OH:41]. Starting materials: O=C(NC1CC1)c1cnc(Br)s1, CC(c1ccc(B2OC(C)(C)C(C)(C)O2)cc1)N1CCC(CC(C)(C)O)(c2ccccc2)OC1=O. Product: CC(c1ccc(-c2ncc(C(=O)NC3CC3)s2)cc1)N1CCC(CC(C)(C)O)(c2ccccc2)OC1=O. Reaction SMILES: [Br:36][c:37]1[s:38][c:39]([C:42](=[O:43])[NH:44][CH:45]2[CH2:46][CH2:47]2)[cH:40][n:41]1.[OH:1][C:2]([CH2:3][C:4]1([c:28]2[cH:29][cH:30][cH:31][cH:32][cH:33]2)[CH2:5][CH2:6][N:7]([CH:11]([CH3:12])[c:13]2[cH:14][cH:15][c:16]([B:19]3[O:20][C:21]([CH3:22])([CH3:23])[C:24]([CH3:25])([CH3:26])[O:27]3)[cH:17][cH:18]2)[C:8](=[O:10])[O:9]1)([CH3:34])[CH3:35]>>[OH:1][C:2]([CH2:3][C:4]1([c:28]2[cH:29][cH:30][cH:31][cH:32][cH:33]2)[CH2:5][CH2:6][N:7]([CH:11]([CH3:12])[c:13]2[cH:14][cH:15][c:16](-[c:37]3[s:38][c:39]([C:42](=[O:43])[NH:44][CH:45]4[CH2:46][CH2:47]4)[cH:40][n:41]3)[cH:17][cH:18]2)[C:8](=[O:10])[O:9]1)([CH3:34])[CH3:35]. Reactants: C(C)(C)(C)OC(=O)NC1CCN(CCC1F)C(=O)OCC1=CC=CC=C1 (benzyl 4-(tert-butoxycarbonylamino)-5-fluoroazepane-1-carboxylate). Reagents/catalysts: [Pd] (Pd/C). Solvent: CO (MeOH). Product: FC1C(CCNCC1)NC(OC(C)(C)C)=O (tert-butyl 5-fluoroazepan-4-ylcarbamate). RXN SMILES: [C:1]([O:5][C:6]([NH:8][CH:9]1[CH:15]([F:16])[CH2:14][CH2:13][N:12](C(OCC2C=CC=CC=2)=O)[CH2:11][CH2:10]1)=[O:7])([CH3:4])([CH3:3])[CH3:2]>CO.[Pd]>[F:16][CH:15]1[CH2:14][CH2:13][NH:12][CH2:11][CH2:10][CH:9]1[NH:8][C:6](=[O:7])[O:5][C:1]([CH3:3])([CH3:2])[CH3:4]. Procedure details: A solution of benzyl 4-(tert-butoxycarbonylamino)-5-fluoroazepane-1-carboxylate (0.55 g, 1.50 mmol) in MeOH (75 mL) was passed through the H-Cube® (full H2, 50° C., flow rate: 1 mL/min, 30 mm 10% Pd/C cartridge). The solvent was removed under reduced pressure to afford tert-butyl 5-fluoroazepan-4-ylcarbamate as a mixture of syn and anti isomers as a colourless oil (317 mg). The reactants are O1CCOC12CCC(CC2)N2C=1N(C(=C(C2=O)CC2=CC=C(C=C2)C2=C(C=CC=C2)C2=NOC(N2)=O)CCC)N=C(N1)C (4-(1,4-dioxaspiro[4.5]dec-8-yl)-2-methyl-6-{[2′-(5-oxo-4,5-dihydro-1,2,4-oxadiazol-3-yl)biphenyl-4-yl]methyl}-7-propyl[1,2,4]triazolo[1,5-a]pyrimidin-5(4H)-one), Cl (hydrochloric acid). Run in O1CCCC1 (tetrahydrofuran). Run at temperature 70 celsius, time 22 hour. Yields the product CC1=NN2C(N(C(C(=C2CCC)CC2=CC=C(C=C2)C2=C(C=CC=C2)C2=NOC(N2)=O)=O)C2CCC(CC2)=O)=N1 (2-methyl-4-(4-oxocyclohexyl)-6-{[2′-(5-oxo-4,5-dihydro-1,2,4-oxadiazol-3-yl)biphenyl-4-yl]methyl}-7-propyl[1,2,4]triazolo[1,5-a]pyrimidin-5(4H)-one). Yield: 44.1%. As a reaction SMILES: O1[C:5]2([CH2:10][CH2:9][CH:8]([N:11]3[C:16](=[O:17])[C:15]([CH2:18][C:19]4[CH:24]=[CH:23][C:22]([C:25]5[CH:30]=[CH:29][CH:28]=[CH:27][C:26]=5[C:31]5[NH:35][C:34](=[O:36])[O:33][N:32]=5)=[CH:21][CH:20]=4)=[C:14]([CH2:37][CH2:38][CH3:39])[N:13]4[N:40]=[C:41]([CH3:43])[N:42]=[C:12]34)[CH2:7][CH2:6]2)[O:4]CC1.Cl>O1CCCC1>[CH3:43][C:41]1[N:42]=[C:12]2[N:11]([CH:8]3[CH2:9][CH2:10][C:5](=[O:4])[CH2:6][CH2:7]3)[C:16](=[O:17])[C:15]([CH2:18][C:19]3[CH:20]=[CH:21][C:22]([C:25]4[CH:30]=[CH:29][CH:28]=[CH:27][C:26]=4[C:31]4[NH:35][C:34](=[O:36])[O:33][N:32]=4)=[CH:23][CH:24]=3)=[C:14]([CH2:37][CH2:38][CH3:39])[N:13]2[N:40]=1. Reported procedure: A mixture of 4-(1,4-dioxaspiro[4.5]dec-8-yl)-2-methyl-6-{[2′-(5-oxo-4,5-dihydro-1,2,4-oxadiazol-3-yl)biphenyl-4-yl]methyl}-7-propyl[1,2,4]triazolo[1,5-a]pyrimidin-5(4H)-one (0.76 g), 6M hydrochloric acid (3 mL) and tetrahydrofuran (4 mL) was stirred at 70° C. for 22 hr. The reaction mixture was extracted with ethyl acetate. The organic layer was washed with saturated brine, and dried over anhydrous magnesium sulfate. The solvent was evaporated under reduced pressure, and the residue was purified... Reactants: ClCCN(CCCl)Cc1ccccc1, C1CCOC1, CS(C)=O, N#CCc1ccc(Cl)cc1, Cl, [H-], [Na+]. Yields the product N#CC1(c2ccc(Cl)cc2)CCN(Cc2ccccc2)CC1. Reaction SMILES: [CH2:14]([c:15]1[cH:16][cH:17][cH:18][cH:19][cH:20]1)[N:21]([CH2:22][CH2:23][Cl:27])[CH2:25][CH2:26][Cl:24].[CH2:28]1[O:29][CH2:30][CH2:31][CH2:32]1.[CH3:33][S:34]([CH3:35])=[O:36].[Cl:3][c:4]1[cH:5][cH:6][c:7]([CH2:8][C:9]#[N:10])[cH:11][cH:12]1.[ClH:13].[H-:1].[Na+:2]>>[Cl:3][c:4]1[cH:5][cH:6][c:7]([C:8]2([C:9]#[N:10])[CH2:23][CH2:22][N:21]([CH2:14][c:15]3[cH:16][cH:17][cH:18][cH:19][cH:20]3)[CH2:25][CH2:26]2)[cH:11][cH:12]1.